The task is: describe an organic reaction: reactants, conditions, products, and yield. This data is from the Open Reaction Database (ORD), a public repository of structured organic reaction records. The reactants are BrBr, CO, CCOC(C)=O, CCc1c(Cl)cnnc1N, CCc1cc(N)nnc1Cl, [Na+], O=C([O-])O. Yields the product CCc1c(Cl)nnc(N)c1Br. Reaction SMILES: [Br:26][Br:27].[CH3:28][OH:29].[CH3:30][CH2:31][O:32][C:33]([CH3:34])=[O:35].[Cl:11][c:12]1[c:13]([CH2:14][CH3:15])[c:16]([NH2:17])[n:18][n:19][cH:20]1.[Cl:1][c:2]1[c:3]([CH2:9][CH3:10])[cH:4][c:5]([NH2:8])[n:6][n:7]1.[Na+:25].[O-:21][C:22]([OH:23])=[O:24]>>[Cl:1][c:2]1[c:3]([CH2:9][CH3:10])[c:4]([Br:26])[c:5]([NH2:8])[n:6][n:7]1. Reactants: O=C1C(CCC1)CC1=CC=C(C=C1)C(C(=O)O)C (2-[4-(2-oxocyclopentan-1-ylmethyl)phenyl]propionic acid), Cl.NO (hydroxylamine hydrochloride), ice water, [OH-].[Na+] (sodium hydroxide), Cl (hydrochloric acid). Run in C(C)O (ethanol), O (water), O (water). The product is ON=C1C(CCC1)CC1=CC=C(C=C1)C(C(=O)O)C (2-[4-(2-Hydroxyiminocyclopentan-1-ylmethyl)phenyl]propionic Acid). Yield: 88.0%. Reaction SMILES: O=[C:2]1[CH2:6][CH2:5][CH2:4][CH:3]1[CH2:7][C:8]1[CH:13]=[CH:12][C:11]([CH:14]([CH3:18])[C:15]([OH:17])=[O:16])=[CH:10][CH:9]=1.Cl.[NH2:20][OH:21].[OH-].[Na+].Cl>C(O)C.O>[OH:21][N:20]=[C:2]1[CH2:6][CH2:5][CH2:4][CH:3]1[CH2:7][C:8]1[CH:13]=[CH:12][C:11]([CH:14]([CH3:18])[C:15]([OH:17])=[O:16])=[CH:10][CH:9]=1 |f:1.2,3.4|. Reported procedure: To a solution of 1.5 g of 2-[4-(2-oxocyclopentan-1-ylmethyl)phenyl]propionic acid in 10 ml of ethanol was added a solution of 0.43 g of hydroxylamine hydrochloride in 2 ml of water, subsequently a solution of 0.76 g of sodium hydroxide in 2 ml of water, and the mixture was heated under reflux for 3 hours. The reaction mixture was poured into an ice-water, acidified by addition of hydrochloric acid, and then extracted with ethyl acetate. The extract was washed with water, dried over anhydrous sod...